describe an organic reaction: reactants, conditions, products, and yield From a dataset of the Open Reaction Database (ORD), a public repository of structured organic reaction records. Starting materials: CC(CC)O (2-butanol), C(OCOC(CC)=O)(=O)Cl (Propanoyloxymethyl Carbonochloridate). Solvent: alcohol. Product: C(OC(C)CC)(OCOC(CC)=O)=O (Sec-Butyl Propanoyloxymethyl Carbonate). As a reaction SMILES: [CH3:1][CH:2]([OH:5])[CH2:3][CH3:4].[C:6](Cl)(=[O:14])[O:7][CH2:8][O:9][C:10](=[O:13])[CH2:11][CH3:12]>>[C:6](=[O:14])([O:7][CH2:8][O:9][C:10](=[O:13])[CH2:11][CH3:12])[O:5][CH:2]([CH2:3][CH3:4])[CH3:1]. Reported procedure: A mixture of 2-butanol (0.092 mL, 1 mmol), 7c (0.17 g, 1 mmol), and powdered molecular sieve (0.15 g, 4Å) in alcohol-free CHCl3 (2 mL) is refluxed for 18 h. Following filtration through filter-aid and evaporation 0.2 g (98%) of the title compound is obtained. Starting materials: C(C)(C)OC(C)C (diisopropyl ether), C(=O)O (formic acid), C(C)(=O)OC(C)=O (acetic anhydride), NC1=COC2=C(C1=O)C=C(C(=C2)NS(=O)(=O)C)OC2=CC=CC=C2 (3-amino-7-methylsulfonylamino-6-phenoxy-4H-1-benzopyran-4-one). Solvent: C(Cl)Cl (methylene chloride). Conditions: time 1.5 hour. Yields the product C(=O)NC1=COC2=C(C1=O)C=C(C(=C2)NS(=O)(=O)C)OC2=CC=CC=C2 (3-formylamino-7-methylsulfonylamino-6-phenoxy-4H-1-benzopyran-4-one). The yield is 73.0%. Reaction SMILES: [CH:1](O)=[O:2].C(OC(=O)C)(=O)C.[NH2:11][C:12]1[C:17](=[O:18])[C:16]2[CH:19]=[C:20]([O:28][C:29]3[CH:34]=[CH:33][CH:32]=[CH:31][CH:30]=3)[C:21]([NH:23][S:24]([CH3:27])(=[O:26])=[O:25])=[CH:22][C:15]=2[O:14][CH:13]=1.C(OC(C)C)(C)C>C(Cl)Cl>[CH:1]([NH:11][C:12]1[C:17](=[O:18])[C:16]2[CH:19]=[C:20]([O:28][C:29]3[CH:30]=[CH:31][CH:32]=[CH:33][CH:34]=3)[C:21]([NH:23][S:24]([CH3:27])(=[O:25])=[O:26])=[CH:22][C:15]=2[O:14][CH:13]=1)=[O:2]. Procedure details: 27.6 g of formic acid was added to 30.6 g of acetic anhydride. The mixture was stirred for 1.5 hours at 40°-45° C. The reaction mixture was dropwise added to a solution of 34.6 g of 3-amino-7-methylsulfonylamino-6-phenoxy-4H-1-benzopyran-4-one dissolved in 400 ml of methylene chloride. The mixture was stirred for 1 hour at 20°-25° C. 400 ml of diisopropyl ether was added thereto. The resulting crystal was collected by filtration and recrystallized from acetonitrile to obtain 27.3 g (yield: 73%) ...